From a dataset of the Open Reaction Database (ORD), a public repository of structured organic reaction records. describe an organic reaction: reactants, conditions, products, and yield Starting materials: CCOC(C)=O, S=C=Nc1cc(Cl)cc(Cl)c1, COc1ccc(-c2cc3ccccc3[nH]2)cc1N. Yields the product COc1ccc(-c2cc3ccccc3[nH]2)cc1NC(=S)Nc1cc(Cl)cc(Cl)c1. Reaction SMILES: [CH3:30][CH2:31][O:32][C:33](=[O:34])[CH3:35].[Cl:19][c:20]1[cH:21][c:22]([N:27]=[C:28]=[S:29])[cH:23][c:24]([Cl:26])[cH:25]1.[nH:1]1[c:2](-[c:10]2[cH:11][cH:12][c:13]([O:17][CH3:18])[c:14]([NH2:16])[cH:15]2)[cH:3][c:4]2[cH:5][cH:6][cH:7][cH:8][c:9]12>>[nH:1]1[c:2](-[c:10]2[cH:11][cH:12][c:13]([O:17][CH3:18])[c:14]([NH:16][C:28]([NH:27][c:22]3[cH:21][c:20]([Cl:19])[cH:25][c:24]([Cl:26])[cH:23]3)=[S:29])[cH:15]2)[cH:3][c:4]2[cH:5][cH:6][cH:7][cH:8][c:9]12. Starting materials: CC=1SC=C(N1)CCO (2-methyl-4-thiazoleethanol), BrCCCCCCBr (1,6-dibromohexane). RXN SMILES: [CH3:1][C:2]1[S:3][CH:4]=[C:5]([CH2:7][CH2:8][OH:9])[N:6]=1.[Br:10][CH2:11][CH2:12][CH2:13][CH2:14][CH2:15][CH2:16]Br>O>[Br:10][CH2:11][CH2:12][CH2:13][CH2:14][CH2:15][CH2:16][O:9][CH2:8][CH2:7][C:5]1[N:6]=[C:2]([CH3:1])[S:3][CH:4]=1. Solvent: O (water). Procedure: A mixture of 2-methyl-4-thiazoleethanol (2.22 g), 1,6-dibromohexane (7.1 ml) 12.5M aqueous sodium hydroxide (4 ml) and TAB (0.1 g) was stirred rapidly at room temperature for 16 h. The reaction mixture was diluted with water (30 ml), extracted with ether (3×30 ml) and the combined organic extracts were washed with water (30 ml) and brine (30 ml), dried and concentrated. The residual oil was purified by FCC eluting with diethyl eter-hexane (1:3) to give the title compound as an orange oil (2.21 g... Product: BrCCCCCCOCCC=1N=C(SC1)C (4-[2-[(6-Bromohexyl)oxy]ethyl]-2-methylthiazole). Reaction conditions: time 16 hour. Reactants: N[C@@H](CC(C)C)C(=O)O (Leu), N[C@@H]([C@@H](C)CC)C(=O)O (Ile), N[C@@H](CCSC)C(=O)O (Met). Product: N[C@@H](CC1=CC=CC=C1)C(=O)O (Phe). As a reaction SMILES: [NH2:1][C@H:2]([C:7]([OH:9])=[O:8])[CH2:3][CH:4]([CH3:6])[CH3:5].N[C@H:11]([C:16](O)=O)[C@H:12](CC)C.N[C@H](C(O)=O)CCSC>>[NH2:1][C@H:2]([C:7]([OH:9])=[O:8])[CH2:3][C:4]1[CH:6]=[CH:16][CH:11]=[CH:12][CH:5]=1. Procedure: F Leu: L Ile: I Met: M The reactants are Cc1ccccc1, CCCCCC, OC(CC1CCNCC1)(c1ccc(F)cc1)c1ccc(F)cc1, O=C(O)C(F)(F)F. Product: Fc1ccc(C(=CC2CCNCC2)c2ccc(F)cc2)cc1. RXN SMILES: [CH3:24][c:25]1[cH:26][cH:27][cH:28][cH:29][cH:30]1.[CH3:38][CH2:39][CH2:40][CH2:41][CH2:42][CH3:43].[F:1][c:2]1[cH:3][cH:4][c:5]([C:8]([CH2:9][CH:10]2[CH2:11][CH2:12][NH:13][CH2:14][CH2:15]2)([OH:16])[c:17]2[cH:18][cH:19][c:20]([F:23])[cH:21][cH:22]2)[cH:6][cH:7]1.[OH:31][C:32]([C:33]([F:34])([F:35])[F:36])=[O:37]>>[F:1][c:2]1[cH:3][cH:4][c:5]([C:8](=[CH:9][CH:10]2[CH2:11][CH2:12][NH:13][CH2:14][CH2:15]2)[c:17]2[cH:18][cH:19][c:20]([F:23])[cH:21][cH:22]2)[cH:6][cH:7]1. Starting materials: C1(CC1)CC(\C(=C/N(C)C)\C1=NC(=NC=C1)SC)=O ((3Z)-1-Cyclopropyl-4-(dimethylamino)-3-[2-(methylsulfanyl)pyrimidin-4-yl]but-3-en-2-one), OC(CNC(=N)N)(C)C (1-(2-hydroxy-2-methylpropyl)guanidine), C([O-])([O-])=O.[K+].[K+] (potassium carbonate). Run in CN(C)C=O (DMF). Run at temperature 120 celsius, time 2 hour. The product is C1(CC1)CC1=NC(=NC=C1C1=NC(=NC=C1)SC)NCC(C)(O)C (1-(4′-(Cyclopropylmethyl)-2-(methylthio)-4,5′-bipyrimidin-2′-ylamino)-2-methylpropan-2-ol). The yield is 21.0%. Reaction SMILES: [CH:1]1([CH2:4][C:5](=O)/[C:6](/[C:11]2[CH:16]=[CH:15][N:14]=[C:13]([S:17][CH3:18])[N:12]=2)=[CH:7]\N(C)C)[CH2:3][CH2:2]1.[OH:20][C:21]([CH3:28])([CH3:27])[CH2:22][NH:23][C:24]([NH2:26])=[NH:25].C(=O)([O-])[O-].[K+].[K+]>CN(C=O)C>[CH:1]1([CH2:4][C:5]2[C:6]([C:11]3[CH:16]=[CH:15][N:14]=[C:13]([S:17][CH3:18])[N:12]=3)=[CH:7][N:26]=[C:24]([NH:23][CH2:22][C:21]([CH3:28])([OH:20])[CH3:27])[N:25]=2)[CH2:2][CH2:3]1 |f:2.3.4|. Reported procedure: To a solution of (Z)-1-cyclopropyl-4-(dimethylamino)-3-(2-(methylthio)pyrimidin-4-yl)but-3-en-2-one (3) in DMF (4 mL), 1-(2-hydroxy-2-methylpropyl)guanidine (529 mg, 3.15 mmol) and potassium carbonate (872 mg, 6.31 mmol) were added, and the reaction mixture was stirred at 120° C. for 2 h. The reaction mixture was purified by a reverse-phase Gilson HPLC [30-90% organic phase over 15 min] followed by a Biotage silica gel chromatography [10 g SNAP column, 100% DCM to 12% MeOH/DCM] to obtain the des... Reactants: ClCCl, CC(C)(C)OC(=O)CCC(=O)c1ccc(OCCc2ccccc2F)cc1, O=C(O)C(F)(F)F. Yields the product O=C(O)CCC(=O)c1ccc(OCCc2ccccc2F)cc1. RXN SMILES: [Cl:35][CH2:36][Cl:37].[F:1][c:2]1[c:3]([CH2:8][CH2:9][O:10][c:11]2[cH:12][cH:13][c:14]([C:17]([CH2:18][CH2:19][C:20](=[O:21])[O:22][C:23]([CH3:24])([CH3:25])[CH3:26])=[O:27])[cH:15][cH:16]2)[cH:4][cH:5][cH:6][cH:7]1.[OH:28][C:29]([C:30]([F:31])([F:32])[F:33])=[O:34]>>[F:1][c:2]1[c:3]([CH2:8][CH2:9][O:10][c:11]2[cH:12][cH:13][c:14]([C:17]([CH2:18][CH2:19][C:20](=[O:21])[OH:22])=[O:27])[cH:15][cH:16]2)[cH:4][cH:5][cH:6][cH:7]1.